Dataset: the Open Reaction Database (ORD), a public repository of structured organic reaction records. Task: describe an organic reaction: reactants, conditions, products, and yield Starting materials: BrC#CC1=CC=CC=C1 (bromophenylacetylene), C([O-])([O-])=O.[K+].[K+] (potassium carbonate), C1(=CC=CC=C1)P(C1=CC=CC=C1)C1=CC=CC=C1 (triphenylphosphine), CC(C)(C#C)O (2-methyl-3-butyn-2-ol). Reagents/catalysts: [Pd] (palladium on carbon), [Cu](I)I (copper iodide). The solvent is COCCOC (1,2-dimethoxyethane). Reaction conditions: temperature 100 celsius, time 8 hour. Yields the product CC(C)(C#CC#CC1=CC=CC=C1)O (2-Methyl-6-phenyl-hexa-3,5-diyn-2-ol). RXN SMILES: Br[C:2]#[C:3][C:4]1[CH:9]=[CH:8][CH:7]=[CH:6][CH:5]=1.C(=O)([O-])[O-].[K+].[K+].C1(P(C2C=CC=CC=2)C2C=CC=CC=2)C=CC=CC=1.[CH3:35][C:36]([OH:40])([C:38]#[CH:39])[CH3:37]>[Pd].[Cu](I)I.COCCOC>[CH3:35][C:36]([OH:40])([C:38]#[C:39][C:2]#[C:3][C:4]1[CH:9]=[CH:8][CH:7]=[CH:6][CH:5]=1)[CH3:37] |f:1.2.3|. Procedure: A mixture of bromophenylacetylene (5.0 g, 27.6 mmol), potassium carbonate (9.54 g, 69.0 mmol), copper iodide (0.54 g, 2.8 mmol), palladium on carbon (5%, 500 mg), triphenylphosphine (0.72 g, 2.8 mmol), 2-methyl-3-butyn-2-ol (11.6 g, 138 mmol) and 1,2-dimethoxyethane (100 ml) was stirred overnight at 100° C. The product mixture was evaporated. Chromatography on silica gel with petroleum and ethyl acetate (2:1), gave the title compound. Yield 1.06 g (21%). The reactants are O=[N+]([O-])c1cc(Br)ccc1F, COc1cccc(B(O)O)c1, Cc1ccccc1, [Na+], [Na+], O=C([O-])[O-], O, c1ccc(P(c2ccccc2)(c2ccccc2)[Pd](P(c2ccccc2)(c2ccccc2)c2ccccc2)(P(c2ccccc2)(c2ccccc2)c2ccccc2)P(c2ccccc2)(c2ccccc2)c2ccccc2)cc1. Yields the product COc1cccc(-c2ccc(F)c([N+](=O)[O-])c2)c1. Reaction SMILES: [Br:12][c:13]1[cH:14][cH:15][c:16]([F:22])[c:17]([N+:19](=[O:20])[O-:21])[cH:18]1.[CH3:1][O:2][c:3]1[cH:4][c:5]([B:9]([OH:10])[OH:11])[cH:6][cH:7][cH:8]1.[CH3:29][c:30]1[cH:31][cH:32][cH:33][cH:34][cH:35]1.[Na+:23].[Na+:24].[O-:25][C:26](=[O:27])[O-:28].[OH2:36].[cH:37]1[cH:38][cH:39][c:40]([P:41]([Pd:42]([P:43]([c:44]2[cH:45][cH:46][cH:47][cH:48][cH:49]2)([c:50]2[cH:51][cH:52][cH:53][cH:54][cH:55]2)[c:56]2[cH:57][cH:58][cH:59][cH:60][cH:61]2)([P:62]([c:63]2[cH:64][cH:65][cH:66][cH:67][cH:68]2)([c:69]2[cH:70][cH:71][cH:72][cH:73][cH:74]2)[c:75]2[cH:76][cH:77][cH:78][cH:79][cH:80]2)[P:81]([c:82]2[cH:83][cH:84][cH:85][cH:86][cH:87]2)([c:88]2[cH:89][cH:90][cH:91][cH:92][cH:93]2)[c:94]2[cH:95][cH:96][cH:97][cH:98][cH:99]2)([c:100]2[cH:101][cH:102][cH:103][cH:104][cH:105]2)[c:106]2[cH:107][cH:108][cH:109][cH:110][cH:111]2)[cH:112][cH:113]1>>[CH3:1][O:2][c:3]1[cH:4][c:5](-[c:13]2[cH:14][cH:15][c:16]([F:22])[c:17]([N+:19](=[O:20])[O-:21])[cH:18]2)[cH:6][cH:7][cH:8]1. Starting materials: C1(=CC=CC=C1)C=1OC2=CC(=C(C(=C2C(C1C1=CC=CC=C1)=O)OC)OC)OC (2,3-diphenyl-5,6,7-trimethoxychromone), B(Br)(Br)Br (boron tribromide), 1d. Solvent: C(Cl)Cl (methylene chloride). Run at time 30 minute. The product is C1(=CC=CC=C1)C=1OC2=CC(=C(C(=C2C(C1C1=CC=CC=C1)=O)O)O)O (2,3-diphenyl-5,6,7-trihydroxychromone). Reaction SMILES: [C:1]1([C:7]2[O:8][C:9]3[C:14]([C:15](=[O:23])[C:16]=2[C:17]2[CH:22]=[CH:21][CH:20]=[CH:19][CH:18]=2)=[C:13]([O:24]C)[C:12]([O:26]C)=[C:11]([O:28]C)[CH:10]=3)[CH:6]=[CH:5][CH:4]=[CH:3][CH:2]=1.B(Br)(Br)Br>C(Cl)Cl>[C:1]1([C:7]2[O:8][C:9]3[C:14]([C:15](=[O:23])[C:16]=2[C:17]2[CH:22]=[CH:21][CH:20]=[CH:19][CH:18]=2)=[C:13]([OH:24])[C:12]([OH:26])=[C:11]([OH:28])[CH:10]=3)[CH:2]=[CH:3][CH:4]=[CH:5][CH:6]=1. Procedure: Similar to the preparation of 1d, the reaction of 2,3-diphenyl-5,6,7-trimethoxychromone with boron tribromide in methylene chloride at ° C. for 30 min and then at room temperature for 3 hr produces the title compound. The reactants are ClC=1SC2=C(N1)C=CC(=C2)C(=O)OC(C)(C)C (tert-Butyl 2-chlorobenzo[d]thiazole-6-carboxylate), Cl (HCl), C[Si](C)(C)[N-][Si](C)(C)C.[Na+] (sodium bis(trimethylsilyl)amide), solution, C(C)(=O)OCC (ethyl acetate). Solvent: C1(=CC=CC=C1)C (toluene), C1CCOC1 (THF), C1(=CC=CC=C1)C (toluene). Reaction conditions: temperature -78 celsius, time 1 hour. Product: C(C)OC(CC=1SC2=C(N1)C=CC(=C2)C(=O)OC(C)(C)C)=O (tert-Butyl 2-(2-ethoxy-2-oxoethyl)benzo[d]thiazole-6-carboxylate). Isolated yield 67.9%. Reaction SMILES: C[Si]([N-][Si](C)(C)C)(C)C.[Na+].[C:11]([O:14][CH2:15][CH3:16])(=[O:13])[CH3:12].Cl[C:18]1[S:19][C:20]2[CH:26]=[C:25]([C:27]([O:29][C:30]([CH3:33])([CH3:32])[CH3:31])=[O:28])[CH:24]=[CH:23][C:21]=2[N:22]=1.Cl>C1COCC1.C1(C)C=CC=CC=1>[CH2:15]([O:14][C:11](=[O:13])[CH2:12][C:18]1[S:19][C:20]2[CH:26]=[C:25]([C:27]([O:29][C:30]([CH3:33])([CH3:32])[CH3:31])=[O:28])[CH:24]=[CH:23][C:21]=2[N:22]=1)[CH3:16] |f:0.1|. Procedure details: To a solution of sodium bis(trimethylsilyl)amide (4.9 mL of a 1M solution in THF, 4.90 mmol) in toluene (10 mL) at −78° C. was added dropwise ethyl acetate (0.26 mL, 2.7 mmol) and the mixture stirred for 1 h then a solution of Compound 188a (0.60 g, 2.2 mmol) in toluene (5 mL) was added over a 7 minute period. The resulting mixture was maintained at −78° C. for 1 h then slowly warmed to 0° C. over a period of 1.5 h. The reaction mixture was poured into a 1 N HCl solution and extracted with EtOAc... Solvent: O (water), CO (methanol). Procedure details: The compound obtained in Example 18 is dissolved in a minimum of methanol and then 4 equivalents of O-methylhydroxylamine, previously dissolved in a few milliliters of water, and 4.5 equivalents of pyridine are added in succession. The reaction mixture is heated at reflux for 24 hours and then hydrolysed in water and filtered; the resulting precipitate is recrystallised from methanol. Yields the product CON=C(C1=CC2=C(N(C(S2)=O)CCOC2=CC=C(CC(C(=O)OC)C(=O)OC)C=C2)C=C1)C1=CC=CC=C1 (Dimethyl 2-{4-[2-(6-[(methoxyimino)(phenyl)methyl]-2-oxo-1,3-benzothiazol-3(2H)-yl)ethoxy]benzyl}malonate). The reactants are CON (O-methylhydroxylamine), C(C1=CC=CC=C1)(=O)C1=CC2=C(N(C(S2)=O)CCOC2=CC=C(CC(C(=O)OC)C(=O)OC)C=C2)C=C1 (Dimethyl 2-{4-[2-(6-benzoyl-2-oxo-1,3-benzothiazol-3(2H)-yl)-ethoxy]benzyl}malonate), N1=CC=CC=C1 (pyridine). As a reaction SMILES: [C:1]([C:9]1[CH:37]=[CH:36][C:12]2[N:13]([CH2:17][CH2:18][O:19][C:20]3[CH:35]=[CH:34][C:23]([CH2:24][CH:25]([C:30]([O:32][CH3:33])=[O:31])[C:26]([O:28][CH3:29])=[O:27])=[CH:22][CH:21]=3)[C:14](=[O:16])[S:15][C:11]=2[CH:10]=1)(=O)[C:2]1[CH:7]=[CH:6][CH:5]=[CH:4][CH:3]=1.[CH3:38][O:39][NH2:40].N1C=CC=CC=1>CO.O>[CH3:38][O:39][N:40]=[C:1]([C:2]1[CH:3]=[CH:4][CH:5]=[CH:6][CH:7]=1)[C:9]1[CH:37]=[CH:36][C:12]2[N:13]([CH2:17][CH2:18][O:19][C:20]3[CH:21]=[CH:22][C:23]([CH2:24][CH:25]([C:30]([O:32][CH3:33])=[O:31])[C:26]([O:28][CH3:29])=[O:27])=[CH:34][CH:35]=3)[C:14](=[O:16])[S:15][C:11]=2[CH:10]=1. Reactants: [Al+3], COC(=O)c1cc(OCc2ccc(OCc3nc(-c4ccccc4)oc3C)c(OC)c2)nn1-c1ccccc1, [H-], [H-], [H-], [H-], [Li+], [Na+], [Na+], C1CCOC1, O, O, O, O, O, O, O, O, O, O, O=S(=O)([O-])[O-]. Yields the product COc1cc(COc2cc(CO)n(-c3ccccc3)n2)ccc1OCc1nc(-c2ccccc2)oc1C. Reaction SMILES: [Al+3:41].[CH3:1][O:2][c:3]1[cH:4][c:5]([CH2:6][O:7][c:8]2[n:9][n:10](-[c:17]3[cH:18][cH:19][cH:20][cH:21][cH:22]3)[c:11]([C:13](=[O:14])[O:15][CH3:16])[cH:12]2)[cH:23][cH:24][c:25]1[O:26][CH2:27][c:28]1[n:29][c:30](-[c:34]2[cH:35][cH:36][cH:37][cH:38][cH:39]2)[o:31][c:32]1[CH3:33].[H-:40].[H-:43].[H-:44].[H-:45].[Li+:42].[Na+:61].[Na+:62].[O:63]1[CH2:64][CH2:65][CH2:66][CH2:67]1.[OH2:46].[OH2:47].[OH2:48].[OH2:49].[OH2:50].[OH2:51].[OH2:52].[OH2:53].[OH2:54].[OH2:55].[S:56]([O-:57])([O-:58])(=[O:59])=[O:60]>>[CH3:1][O:2][c:3]1[cH:4][c:5]([CH2:6][O:7][c:8]2[n:9][n:10](-[c:17]3[cH:18][cH:19][cH:20][cH:21][cH:22]3)[c:11]([CH2:13][OH:14])[cH:12]2)[cH:23][cH:24][c:25]1[O:26][CH2:27][c:28]1[n:29][c:30](-[c:34]2[cH:35][cH:36][cH:37][cH:38][cH:39]2)[o:31][c:32]1[CH3:33].